From a dataset of the Open Reaction Database (ORD), a public repository of structured organic reaction records. describe an organic reaction: reactants, conditions, products, and yield Starting materials: O=C1CCC(C=2SC=CC21)N2C(C=1C(C2=O)=CC=CC1)=O (N-(4,5,6,7-tetrahydro-4-oxobenzo[b]thien-7-yl)phthalimide), Cl (HCl). Solvent: C(C)O (ethanol). Reported procedure: A 0.55 g. sample of N-(4,5,6,7-tetrahydro-4-oxobenzo[b]thien-7-yl)phthalimide is stirred and heated at reflux with 5 ml. of 6N HCl and one ml. of ethanol for 16 hours. Subsequently, the ethanol is distilled off and refluxing is continued for another 4 hours with the addition of 2 ml. of concentrated HCl. The mixture is cooled in ice, the white crystals of phthalic acid are filtered and washed with 5 ml. of water. The filtrate is washed with 15 ml. of CHCl3 and the aqueous solution of 4,5,6,7-tet... Product: O=C1CCC(C=2SC=CC21)N (4,5,6,7-tetrahydro-4-oxobenzo[b]thiophen-7-amine). Reaction SMILES: [O:1]=[C:2]1[C:10]2[CH:9]=[CH:8][S:7][C:6]=2[CH:5]([N:11]2C(=O)C3=CC=CC=C3C2=O)[CH2:4][CH2:3]1.Cl>C(O)C>[O:1]=[C:2]1[C:10]2[CH:9]=[CH:8][S:7][C:6]=2[CH:5]([NH2:11])[CH2:4][CH2:3]1.